This data is from the Open Reaction Database (ORD), a public repository of structured organic reaction records. The task is: describe an organic reaction: reactants, conditions, products, and yield Starting materials: BrCCCCOCCC1=NC=CC=C1 (2-[2-[(4-bromobutyl)oxy]ethyl]pyridine), CC(CC(C)=O)=O (2,4-pentanedione), C([O-])([O-])=O.[K+].[K+] (potassium carbonate), [I-].[K+] (potassium iodide). Solvent: C(C)O (ethanol), CCOCC (ether). Yields the product N1=C(C=CC=C1)CCOCCCCCC(C)=O (7-[2-(2-Pyridinyl)ethoxy]-2-heptanone). Isolated yield 83.3%. As a reaction SMILES: Br[CH2:2][CH2:3][CH2:4][CH2:5][O:6][CH2:7][CH2:8][C:9]1[CH:14]=[CH:13][CH:12]=[CH:11][N:10]=1.CC(=O)[CH2:17][C:18](=[O:20])[CH3:19].C(=O)([O-])[O-].[K+].[K+].[I-].[K+]>C(O)C.CCOCC>[N:10]1[CH:11]=[CH:12][CH:13]=[CH:14][C:9]=1[CH2:8][CH2:7][O:6][CH2:5][CH2:4][CH2:3][CH2:2][CH2:17][C:18](=[O:20])[CH3:19] |f:2.3.4,5.6|. Procedure details: A mixture of 2-[2-[(4-bromobutyl)oxy]ethyl]pyridine (6.2 g), 2,4-pentanedione (3.61 g), potassium carbonate (4.75 g) and potassium iodide (3.95 g) in ethanol (125 ml) was stirred and heated overnight under reflux. The solids were removed by filtration and the filtrate evaporated to leave a dark brown semi-solid. Addition of ether (200 ml) and filtration of the solid produced a brown solution which was evaporated to give a brown oil (4.71 g). Purification by FCC eluting with ether-hexane (1:1→3:1...